Dataset: the Open Reaction Database (ORD), a public repository of structured organic reaction records. Task: describe an organic reaction: reactants, conditions, products, and yield The product is Cc1cc(NC#N)ccc1-c1ccc(C#N)n1C. As a reaction SMILES: [Br-:42].[Br:1][c:2]1[c:3]([CH3:11])[cH:4][c:5]([NH:8][C:9]#[N:10])[cH:6][cH:7]1.[C:23](=[O:24])([O-:25])[O-:26].[C:29]([P:30]([C:31]([CH3:32])([CH3:33])[CH3:34])[C:35]([CH3:36])([CH3:37])[CH3:38])([CH3:39])([CH3:40])[CH3:41].[CH2:43]1[O:44][CH2:45][CH2:46][CH2:47]1.[CH3:12][n:13]1[c:14]([B:20]([OH:21])[OH:22])[cH:15][cH:16][c:17]1[C:18]#[N:19].[K+:27].[K+:28]>>[c:2]1(-[c:14]2[n:13]([CH3:12])[c:17]([C:18]#[N:19])[cH:16][cH:15]2)[c:3]([CH3:11])[cH:4][c:5]([NH:8][C:9]#[N:10])[cH:6][cH:7]1. The reactants are [Br-], Cc1cc(NC#N)ccc1Br, O=C([O-])[O-], CC(C)(C)P(C(C)(C)C)C(C)(C)C, C1CCOC1, Cn1c(C#N)ccc1B(O)O, [K+], [K+]. The reactants are ClC=1C=NC=C(C1O)Cl (3,5-dichloropyridin-4-ol), ClC1=C(C=C(S1)C(=O)OC)[N+](=O)[O-] (methyl 5-chloro-4-nitro-thiophene-2-carboxylate). Product: ClC=1C=NC=C(C1OC1=C(C=C(S1)C(=O)OC)[N+](=O)[O-])Cl (Methyl 5-((3,5-dichloropyridin-4-yl)oxy)-4-nitrothiophene-2-carboxylate), solid. Isolated yield 65.0%. Reaction SMILES: [Cl:1][C:2]1[CH:3]=[N:4][CH:5]=[C:6]([Cl:9])[C:7]=1[OH:8].Cl[C:11]1[S:15][C:14]([C:16]([O:18][CH3:19])=[O:17])=[CH:13][C:12]=1[N+:20]([O-:22])=[O:21]>>[Cl:1][C:2]1[CH:3]=[N:4][CH:5]=[C:6]([Cl:9])[C:7]=1[O:8][C:11]1[S:15][C:14]([C:16]([O:18][CH3:19])=[O:17])=[CH:13][C:12]=1[N+:20]([O-:22])=[O:21]. Procedure details: Prepared according to the procedure described for step A of example 18 from 3,5-dichloropyridin-4-ol (370 mg, 2.26 mmol) and methyl 5-chloro-4-nitro-thiophene-2-carboxylate (500 mg, 2.26 mmol). The title compound was obtained as a solid (510 mg, 65% yield). 1H NMR (400 MHz, d6-DMSO) δ: 8.65 (2H, s), 8.26 (1H, s), 3.93 (3H, s). MS m/z: 348.00, 350.99 [M+H]+. Reactants: [H-].[Al+3].[Li+].[H-].[H-].[H-] (lithium aluminum hydride), NC1=NC(=CC(=N1)NC1=CC=C(OC2=CC(=NC=C2)C(=O)NCCOC)C=C1)C1=CC=CC=C1 (4-{4-[(2-amino-6-phenylpyrimidin-4-yl)amino]phenoxy}-N-(2-methoxyethyl)pyridine-2-carboxamide), [H][H] (hydrogen). Run in C1CCOC1 (THF), C1CCOC1 (THF). The product is COCCNCC1=NC=CC(=C1)OC1=CC=C(C=C1)NC1=NC(=NC(=C1)C1=CC=CC=C1)N (N4-{4-[(2-{[(2-methoxyethyl)amino]methyl}pyridin-4-yl)oxy]phenyl}-6-phenylpyrimidine-2,4-diamine). RXN SMILES: [NH2:1][C:2]1[N:7]=[C:6]([NH:8][C:9]2[CH:28]=[CH:27][C:12]([O:13][C:14]3[CH:19]=[CH:18][N:17]=[C:16]([C:20]([NH:22][CH2:23][CH2:24][O:25][CH3:26])=O)[CH:15]=3)=[CH:11][CH:10]=2)[CH:5]=[C:4]([C:29]2[CH:34]=[CH:33][CH:32]=[CH:31][CH:30]=2)[N:3]=1.[H-].[Al+3].[Li+].[H-].[H-].[H-].[H][H]>C1COCC1>[CH3:26][O:25][CH2:24][CH2:23][NH:22][CH2:20][C:16]1[CH:15]=[C:14]([O:13][C:12]2[CH:11]=[CH:10][C:9]([NH:8][C:6]3[CH:5]=[C:4]([C:29]4[CH:34]=[CH:33][CH:32]=[CH:31][CH:30]=4)[N:3]=[C:2]([NH2:1])[N:7]=3)=[CH:28][CH:27]=2)[CH:19]=[CH:18][N:17]=1 |f:1.2.3.4.5.6|. Reported procedure: A solution of 4-{4-[(2-amino-6-phenylpyrimidin-4-yl)amino]phenoxy}-N-(2-methoxyethyl)pyridine-2-carboxamide from Example 23 (50 mmol) in anhydrous THF (50 mL) is added in portions to a pre-cooled in ice-bath solution of lithium aluminum hydride (100 mmol, 1.0 M in THF) in anhydrous THF (150 mL). The reaction is stirred at 0° C. for 30 min until evolution of hydrogen subsides. The reaction mixture is refluxed under nitrogen for 48 h. The mixture is brought to 5-10° C. and carefully quenched with ... The reactants are CN1CCC(N2CCc3cc(Br)ccc32)C1, C1CCOC1, C[Si](C)(C)[N-][Si](C)(C)C, Cl, [Li+], [Na+], O=C(C=Cc1ccccc1)C=Cc1ccccc1, O=C(C=Cc1ccccc1)C=Cc1ccccc1, O=C(C=Cc1ccccc1)C=Cc1ccccc1, [OH-], [Pd], [Pd]. Yields the product CN1CCC(N2CCc3cc(N)ccc32)C1. RXN SMILES: [Br:1][c:2]1[cH:3][c:4]2[c:8]([cH:9][cH:10]1)[N:7]([CH:11]1[CH2:12][N:13]([CH3:16])[CH2:14][CH2:15]1)[CH2:6][CH2:5]2.[CH2:30]1[O:31][CH2:32][CH2:33][CH2:34]1.[CH3:18][Si:19]([N-:22][Si:20]([CH3:21])([CH3:23])[CH3:24])([CH3:25])[CH3:26].[ClH:27].[Li+:17].[Na+:29].[O:37]=[C:38]([CH:39]=[CH:40][c:41]1[cH:42][cH:43][cH:44][cH:45][cH:46]1)[CH:47]=[CH:48][c:49]1[cH:50][cH:51][cH:52][cH:53][cH:54]1.[O:55]=[C:56]([CH:57]=[CH:58][c:59]1[cH:60][cH:61][cH:62][cH:63][cH:64]1)[CH:65]=[CH:66][c:67]1[cH:68][cH:69][cH:70][cH:71][cH:72]1.[O:73]=[C:74]([CH:75]=[CH:76][c:77]1[cH:78][cH:79][cH:80][cH:81][cH:82]1)[CH:83]=[CH:84][c:85]1[cH:86][cH:87][cH:88][cH:89][cH:90]1.[OH-:28].[Pd:35].[Pd:36]>>[c:2]1([NH2:22])[cH:3][c:4]2[c:8]([cH:9][cH:10]1)[N:7]([CH:11]1[CH2:12][N:13]([CH3:16])[CH2:14][CH2:15]1)[CH2:6][CH2:5]2.